describe an organic reaction: reactants, conditions, products, and yield From a dataset of the Open Reaction Database (ORD), a public repository of structured organic reaction records. The reactants are IC (iodomethane), N1=CC=C(C=C1)C(=O)N1CC2=CC=CC=C2CC1 (2-[(4-pyridyl)carbonyl]1,2,3,4-tetrahydroisoquinoline). Solvent: C(C)(=O)OCC (ethyl acetate). Reaction conditions: time 24 hour. Product: [I-].C[N+]1=CC=C(C=C1)C(=O)N1CC2=CC=CC=C2CC1 (1-Methyl-4-[(1,2,3,4-tetrahydro-2-isoquinolyl)carbonyl]pyridinium iodide). Yield: 86.6%. As a reaction SMILES: [I:1][CH3:2].[N:3]1[CH:8]=[CH:7][C:6]([C:9]([N:11]2[CH2:20][CH2:19][C:18]3[C:13](=[CH:14][CH:15]=[CH:16][CH:17]=3)[CH2:12]2)=[O:10])=[CH:5][CH:4]=1>C(OCC)(=O)C>[I-:1].[CH3:2][N+:3]1[CH:4]=[CH:5][C:6]([C:9]([N:11]2[CH2:20][CH2:19][C:18]3[C:13](=[CH:14][CH:15]=[CH:16][CH:17]=3)[CH2:12]2)=[O:10])=[CH:7][CH:8]=1 |f:3.4|. Procedure details: 2 ml, equivalent to 4.26 g (30.2 mmol) of iodomethane and 6 g (25.2 mmol) of 2-[(4-pyridyl)carbonyl]1,2,3,4-tetrahydroisoquinoline are introduced into 200 ml of ethyl acetate, and the mixture is stirred for 24 h at room temperature. A yellow precipiatate forms, which is filtered off and washed with ether. 8.3 g of product are obtained, this being used without further treatment in the following stage. Procedure details: N-Methylglucamine (9.76 g, 50 mmol) was dissolved in hot methanol (200 mL), whereupon 4-vinylbenzylchloride (7.63 g, 50 mmol) and sodium carbonate (6 g) were added to the reaction. The mixture was allowed to reflux overnight. The solution was filtered, the methanol was removed, the residue taken up in hot chloroform and filtered. A precipitate formed in the eluent, which was heated until all solids dissolved and the solution was allowed to cool to 4° C. Filtration gave 14 g (90% yield) of white ... Run in CO (methanol). As a reaction SMILES: [CH3:1][NH:2][CH2:3][C@@H:4]([C@H:6]([C@@H:8]([C@@H:10]([CH2:12][OH:13])[OH:11])[OH:9])[OH:7])[OH:5].[CH:14]([C:16]1[CH:23]=[CH:22][C:19]([CH2:20]Cl)=[CH:18][CH:17]=1)=[CH2:15].C(=O)([O-])[O-].[Na+].[Na+]>CO>[CH:14]([C:16]1[CH:23]=[CH:22][C:19]([CH2:20][N:2]([CH3:1])[CH2:3][C@@H:4]([C@H:6]([C@@H:8]([C@@H:10]([CH2:12][OH:13])[OH:11])[OH:9])[OH:7])[OH:5])=[CH:18][CH:17]=1)=[CH2:15] |f:2.3.4|. Starting materials: C(=C)C1=CC=C(CCl)C=C1 (4-vinylbenzylchloride), C([O-])([O-])=O.[Na+].[Na+] (sodium carbonate), CNC[C@H](O)[C@@H](O)[C@H](O)[C@H](O)CO (N-Methylglucamine). Yield: 89.9%. Run at temperature 4 celsius. Yields the product C(=C)C1=CC=C(CN(C[C@H](O)[C@@H](O)[C@H](O)[C@H](O)CO)C)C=C1 (N-(4-Vinylbenzyl)-N-Methylglucamine). Reactants: BrCCCC (1-bromobutane), BrC=1C=C2C=CNC2=CC1 (5-bromoindole). Yields the product BrC=1C=C2C=CN(C2=CC1)CCCC (5-Bromo-1-butyl-1H-indole). Reaction SMILES: [Br:1][CH2:2][CH2:3][CH2:4][CH3:5].Br[C:7]1[CH:8]=[C:9]2[C:13](=[CH:14][CH:15]=1)[NH:12][CH:11]=[CH:10]2>>[Br:1][C:2]1[CH:8]=[C:9]2[C:5](=[CH:4][CH:3]=1)[N:12]([CH2:13][CH2:14][CH2:15][CH3:7])[CH:11]=[CH:10]2. Reported procedure: The title compound was prepared from 1-bromobutane (11 mL, 101 mmol) and 5-bromoindole (20 g, 101 mmol) in substantially the same manner, as described in Step 1 of Example 25. The product was obtained as an oil. Mass spectrum (ESI, [M+H]+) m/z 252. 1HNMR (300 MHz, DMSO-d6): δ 7.71 (d, 1H, J=1.9 Hz), 7.46 (d, 1H, J=8.7 Hz), 7.42 (d, 1H, J=3.1 Hz), 7.22 (dd, 1H, J=6.7 Hz and J=2.0 Hz), 6.40 (d, 1H, J=3.1 Hz), 4.15 (t, 2H, J=7.0 Hz), 1.70 (q, 2H, J=7.0 Hz), 1.19 (h, 2H, J=7.47 Hz), and 0.85 ppm (t,... The reactants are BrC=1SC=CC1C=O (2-bromothiophene-3-carbaldehyde), C(C=C)(=O)OC(C)(C)C (tert-butyl acrylate), C([O-])([O-])=O.[K+].[K+] (potassium carbonate). Reagents/catalysts: [Br-].C(CCC)[N+](CCCC)(CCCC)CCCC (tetra-n-butylammonium bromide), C(C)(=O)[O-].[Pd+2].C(C)(=O)[O-] (palladium acetate). Run in CN(C)C=O (DMF). Run at temperature 100 celsius, time 8 hour. The product is C(=O)C1=C(SC=C1)/C=C/C(=O)OC(C)(C)C (tert-butyl (2E)-3-(3-formyl-2-thienyl)acrylate). As a reaction SMILES: Br[C:2]1[S:3][CH:4]=[CH:5][C:6]=1[CH:7]=[O:8].[C:9]([O:13][C:14]([CH3:17])([CH3:16])[CH3:15])(=[O:12])[CH:10]=[CH2:11].C(=O)([O-])[O-].[K+].[K+]>[Br-].C([N+](CCCC)(CCCC)CCCC)CCC.CN(C=O)C.C([O-])(=O)C.[Pd+2].C([O-])(=O)C>[CH:7]([C:6]1[CH:5]=[CH:4][S:3][C:2]=1/[CH:11]=[CH:10]/[C:9]([O:13][C:14]([CH3:17])([CH3:16])[CH3:15])=[O:12])=[O:8] |f:2.3.4,5.6,8.9.10|. Reported procedure: A suspension of 1 g of 2-bromothiophene-3-carbaldehyde, 3.8 ml of tert-butyl acrylate, 120 mg of palladium acetate, 420 mg of tetra-n-butylammonium bromide, and 610 mg of potassium carbonate in 10 ml of DMF was stirred at 100° C. overnight. After leaving to be cooled, the insoluble material was filtered through Celite, and to the filtrate were added water and ethyl acetate to carry out a layer separation operation. The organic layer was washed with saturated brine and dried over anhydrous magnes... Procedure: A mixture of 8-amino-1,2,3,4tetrahydro-naphthalen-2-ol (32.6 mg, 0.20 mmol) and (4trifluoromethoxy-phenyl)-carbamic acid phenyl ester (59.5 mg, 0.20 mmol) in DMSO (1.0 ml) was stirred at 100° C. for 1.5 hours. The mixture-was concentrated under reduced pressure, and then purified by preparatory HPLC to obtain N-(7-hydroxy-5,6,7,8-tetrahydro-naphthalen-1-yl)-N′-(4-trifluoromethoxy-phenyl)-urea (15.5 mg, 21% yield). Product: OC1CCC=2C=CC=C(C2C1)NC(=O)NC1=CC=C(C=C1)OC(F)(F)F (N-(7-hydroxy-5,6,7,8-tetrahydro-naphthalen-1-yl)-N′-(4-trifluoromethoxy-phenyl)-urea). Run in CS(=O)C (DMSO). As a reaction SMILES: [NH2:1][C:2]1[CH:3]=[CH:4][CH:5]=[C:6]2[C:11]=1[CH2:10][CH:9]([OH:12])[CH2:8][CH2:7]2.C1([O:19][C:20](=O)[NH:21][C:22]2[CH:27]=[CH:26][C:25]([O:28][C:29]([F:32])([F:31])[F:30])=[CH:24][CH:23]=2)C=CC=CC=1>CS(C)=O>[OH:12][CH:9]1[CH2:10][C:11]2[C:2]([NH:1][C:20]([NH:21][C:22]3[CH:27]=[CH:26][C:25]([O:28][C:29]([F:30])([F:31])[F:32])=[CH:24][CH:23]=3)=[O:19])=[CH:3][CH:4]=[CH:5][C:6]=2[CH2:7][CH2:8]1. The reactants are NC=1C=CC=C2CCC(CC12)O (8-amino-1,2,3,4tetrahydro-naphthalen-2-ol), C1(=CC=CC=C1)OC(NC1=CC=C(C=C1)OC(F)(F)F)=O ((4trifluoromethoxy-phenyl)-carbamic acid phenyl ester). Conditions: temperature 100 celsius, time 1.5 hour. Yield: 21.2%. Starting materials: C(C=C)(=O)N (acrylamide), CCl.C(C=C)(=O)OCCN(C)C (dimethylaminoethyl acrylate methyl chloride), CCl.C(C=C)(=O)OCCN(C)C (dimethylaminoethyl acrylate methyl chloride), polyethylene glycol, C(CN(CC(=O)O)CC(=O)O)N(CC(=O)O)CC(=O)O (ethylenediaminetetraacetic acid), C1C=CN(C=C1C(=O)N)C2C(C(C(O2)COP(=O)([O-])OP(=O)([O-])OCC3C(C(C(O3)N4C=NC5=C4N=CN=C5N)OP(=O)([O-])[O-])O)O)O.[Na+].[Na+].[Na+].[Na+] (tetra sodium), S(=O)(=O)([O-])[O-].[NH4+].[NH4+] (ammonium sulfate), S(=O)(=O)([O-])[O-].[Na+].[Na+] (sodium sulfate), polymer. Reagents/catalysts: [Cl-].C(C=C)[N+](C)(C)CC=C (diallyldimethyl ammonium chloride), [Cl-].C(C=C)[N+](C)(C)CC=C (diallyldimethyl ammonium chloride), [Cl-].C(C=C)[N+](C)(C)CC=C (diallyldimethyl ammonium chloride). Run in O (water). The product is C(C=C)(=O)N.CCl.C(C=C)(=O)OCCN(C)C (acrylamide dimethylaminoethyl acrylate methyl chloride). Reaction SMILES: [C:1]([NH2:5])(=[O:4])[CH:2]=[CH2:3].[CH3:6][Cl:7].[C:8]([O:12][CH2:13][CH2:14][N:15]([CH3:17])[CH3:16])(=[O:11])[CH:9]=[CH2:10].C(N(CC(O)=O)CC(O)=O)CN(CC(O)=O)CC(O)=O.C1C(C(N)=O)=CN(C2OC(COP(OP(OCC3OC(N4C5N=CN=C(N)C=5N=C4)C(OP([O-])([O-])=O)C3O)([O-])=O)([O-])=O)C(O)C2O)C=C1.[Na+].[Na+].[Na+].[Na+].S([O-])([O-])(=O)=O.[NH4+].[NH4+].S([O-])([O-])(=O)=O.[Na+].[Na+]>[Cl-].C([N+](CC=C)(C)C)C=C.O>[C:1]([NH2:5])(=[O:4])[CH:2]=[CH2:3].[CH3:6][Cl:7].[C:8]([O:12][CH2:13][CH2:14][N:15]([CH3:17])[CH3:16])(=[O:11])[CH:9]=[CH2:10] |f:1.2,4.5.6.7.8,9.10.11,12.13.14,15.16,18.19.20|. Procedure: A 20.2% polymer solids, 60/30/10 mole percent acrylamide/dimethylaminoethyl acrylate methyl chloride quaternary salt/diallyldimethyl ammonium chloride dispersion polymer was synthesized in a method similar to that described in Example 1. To the reactor setup described above was added 22.4 g of acrylamide (48.9% aqueous solution), 18.6 g of dimethylaminoethyl acrylate methyl chloride quaternary salt (80% aqueous solution), 44.3 g of diallyldimethyl ammonium chloride (62.4% aqueous solution), 60.0... The reactants are CCCC1=CC(=C(C=C1)OC2=CC=CC=C2)O (Pt02), COC1=C(CN2CCN(CCN(CCN(CC2)CC(=O)O)CC(=O)O)CC(=O)O)C=C(C=C1)[N+](=O)[O-] (1-(2-methoxy-5-nitrobenzyl)-1,4,7,10-tetraazacyclododecane-4,7,10-triacetic acid). The solvent is solution. Conditions: time 1 hour. The product is COC1=C(CN2CCN(CCN(CCN(CC2)CC(=O)O)CC(=O)O)CC(=O)O)C=C(C=C1)N (1-(2-methoxy-5-aminobenzyl)-1,4,7,10-tetraazacyclododecane-4,7,10-triacetic acid). Isolated yield 95.0%. Reaction SMILES: CCCC1C=CC(OC2C=CC=CC=2)=C(O)C=1.[CH3:18][O:19][C:20]1[CH:50]=[CH:49][C:48]([N+:51]([O-])=O)=[CH:47][C:21]=1[CH2:22][N:23]1[CH2:34][CH2:33][N:32]([CH2:35][C:36]([OH:38])=[O:37])[CH2:31][CH2:30][N:29]([CH2:39][C:40]([OH:42])=[O:41])[CH2:28][CH2:27][N:26]([CH2:43][C:44]([OH:46])=[O:45])[CH2:25][CH2:24]1>>[CH3:18][O:19][C:20]1[CH:50]=[CH:49][C:48]([NH2:51])=[CH:47][C:21]=1[CH2:22][N:23]1[CH2:24][CH2:25][N:26]([CH2:43][C:44]([OH:46])=[O:45])[CH2:27][CH2:28][N:29]([CH2:39][C:40]([OH:42])=[O:41])[CH2:30][CH2:31][N:32]([CH2:35][C:36]([OH:38])=[O:37])[CH2:33][CH2:34]1. Procedure details: To a nitrogen purged aqueous (50 ml) solution containing 50 mg of Pt02 was added 50 mg of 1-(2-methoxy-5-nitrobenzyl)-1,4,7,10-tetraazacyclododecane-4,7,10-triacetic acid (prepared by the procedure of Example 23). After hydrogenating in a Parr bomb for one hour, the solution was filtered and the aqueous filtrate freeze-dried to give the aniline derivative as a tan solid (95 percent yield), MP>240° C. dec, and further characterized by: